From a dataset of the Open Reaction Database (ORD), a public repository of structured organic reaction records. describe an organic reaction: reactants, conditions, products, and yield Reactants: C(C)(=O)N1CC2=C(CC1)C(=C(S2)C)CCCCl (6-acetyl-(3-chloropropyl)-4,5,6,7-tetrahydro-2-methylthieno[2,3-c]pyridine), C(C(=O)[O-])(=O)[O-] (oxalate), Cl.FC1=CC2=C(C(=NO2)C2CCNCC2)C=C1 (4-(6-fluoro-1,2-benzisoxazol-3-yl)piperidine hydrochloride). Yields the product C(C)(=O)N1CC2=C(CC1)C(=C(S2)C)C(CCN2CCC(CC2)C2=NOC1=C2C=CC(=C1)F)=O (6-acetyl-3-(3-(4-(6-fluoro-1,2-benzisoxazol-3-yl)piperidin-1-yl)propionyl)-4,5,6,7-tetrahydro-2-methylthieno[2,3-c]pyridine). RXN SMILES: [C:1]([N:4]1[CH2:9][CH2:8][C:7]2[C:10]([CH2:14][CH2:15][CH2:16]Cl)=[C:11]([CH3:13])[S:12][C:6]=2[CH2:5]1)(=[O:3])[CH3:2].Cl.[F:19][C:20]1[CH:34]=[CH:33][C:23]2[C:24]([CH:27]3[CH2:32][CH2:31][NH:30][CH2:29][CH2:28]3)=[N:25][O:26][C:22]=2[CH:21]=1.C([O-])(=O)C([O-])=[O:37]>>[C:1]([N:4]1[CH2:9][CH2:8][C:7]2[C:10]([C:14](=[O:37])[CH2:15][CH2:16][N:30]3[CH2:29][CH2:28][CH:27]([C:24]4[C:23]5[CH:33]=[CH:34][C:20]([F:19])=[CH:21][C:22]=5[O:26][N:25]=4)[CH2:32][CH2:31]3)=[C:11]([CH3:13])[S:12][C:6]=2[CH2:5]1)(=[O:3])[CH3:2] |f:1.2|. Procedure details: The reaction and procedure were conducted in a similar manner as in Example 24 using 2.0 g of 6-acetyl-(3-chloropropyl)-4,5,6,7-tetrahydro-2-methylthieno[2,3-c]pyridine and 2.0 g of 4-(6-fluoro-1,2-benzisoxazol-3-yl)piperidine hydrochloride to give 0.5 g of 6-acetyl-3-(3-(4-(6-fluoro-1,2-benzisoxazol-3-yl)piperidin-1-yl)propionyl)-4,5,6,7-tetrahydro-2-methylthieno[2,3-c]pyridine as an oil, m.p. 180°-182° C. as oxalate thereof. Procedure: A mixture of 4-Bromo-7-hydroxy-3-methyl-isothiazolo[4,5-c]pyridine-6-carboxylic acid butyl ester (0.19 mmol), 10% Pd/C (33 mg), ammonium formate (9.7 mmol), and EtOH/EtOAc (1:1, 1.9 mL) was refluxed with stirring for 4 h. After cooling to r.t. the mixture was filtered and the filtrate was concentrated in vacuo. The residue was purified by flash column chromatography on silica gel. Eluting with 0-20% EtOAc/CH2Cl2 gave the title compound (35.4 mg) as a white solid: MS (m/z) 267.2 (M+1). Product: C(CCC)OC(=O)C1=C(C2=C(C=N1)C(=NS2)C)O (7-Hydroxy-3-methyl-isothiazolo[4,5-c]pyridine-6-carboxylic acid butyl ester). Reaction SMILES: [CH2:1]([O:5][C:6]([C:8]1[N:13]=[C:12](Br)[C:11]2[C:15]([CH3:18])=[N:16][S:17][C:10]=2[C:9]=1[OH:19])=[O:7])[CH2:2][CH2:3][CH3:4].C([O-])=O.[NH4+]>[Pd].CCO.CCOC(C)=O>[CH2:1]([O:5][C:6]([C:8]1[N:13]=[CH:12][C:11]2[C:15]([CH3:18])=[N:16][S:17][C:10]=2[C:9]=1[OH:19])=[O:7])[CH2:2][CH2:3][CH3:4] |f:1.2,4.5|. The reagents and catalysts are [Pd] (Pd/C). Run in CCO.CCOC(=O)C (EtOH EtOAc). The yield is 70.0%. Conditions: time 4 hour. The reactants are C(CCC)OC(=O)C1=C(C2=C(C(=N1)Br)C(=NS2)C)O (4-Bromo-7-hydroxy-3-methyl-isothiazolo[4,5-c]pyridine-6-carboxylic acid butyl ester), C(=O)[O-].[NH4+] (ammonium formate). Reactants: COC([C@H]1N(C[C@@H](C1)O)C(=O)OC(C)(C)C)=O (trans-N-Boc-4-hydroxy-L-proline methyl ester), CC1=CC=C(C=C1)S(=O)(=O)Cl (4-methyl-benzenesulfonyl chloride). The solvent is N1=CC=CC=C1 (pyridine), C(Cl)Cl (DCM). Yields the product COC(=O)C1N(CC(C1)OS(=O)(=O)C1=CC=C(C=C1)C)C(=O)OC(C)(C)C (4-(toluene-4-sulfonyloxy)-pyrrolidine-1,2-dicarboxylic acid 1-tert-butyl ester 2-methyl ester). Yield: 100.1%. RXN SMILES: [CH3:1][O:2][C:3](=[O:17])[C@@H:4]1[CH2:8][C@@H:7]([OH:9])[CH2:6][N:5]1[C:10]([O:12][C:13]([CH3:16])([CH3:15])[CH3:14])=[O:11].[CH3:18][C:19]1[CH:24]=[CH:23][C:22]([S:25](Cl)(=[O:27])=[O:26])=[CH:21][CH:20]=1>N1C=CC=CC=1.C(Cl)Cl>[CH3:1][O:2][C:3]([CH:4]1[CH2:8][CH:7]([O:9][S:25]([C:22]2[CH:23]=[CH:24][C:19]([CH3:18])=[CH:20][CH:21]=2)(=[O:27])=[O:26])[CH2:6][N:5]1[C:10]([O:12][C:13]([CH3:14])([CH3:16])[CH3:15])=[O:11])=[O:17]. Reported procedure: To a solution of trans-N-Boc-4-hydroxy-L-proline methyl ester (45 g, 0.183 mol) in pyridine (140 ml) and dry DCM (140 ml) at 0° C. was added dropwise 4-methyl-benzenesulfonyl chloride (41.9 g, 0.22 mol). After adding, the mixture was refluxed overnight. The solvent was evaporated and then the residue was dissolved in CH2Cl2 (140 ml). The organic phase was washed with water (150 ml), brine (140 mL), and dried over sodium sulphate. After removal of solvent, the crude 4-(toluene-4-sulfonyloxy)-pyrr... Reactants: C(C1=CC=CC=C1)OCCOCC1COC2=C(C=CC(=C2C1S(=O)(=O)C1=CC=C(C=C1)Cl)F)F (3-(2-Benzyloxy-ethoxymethyl)-4-(4-chloro-benzenesulfonyl)-5,8-difluoro-chroman), [H][H] (Hydrogen). Reagents/catalysts: [OH-].[OH-].[Pd+2] (Pd(OH)2). The solvent is C(C)(=O)OCC (Ethyl acetate). Reaction conditions: time 30 minute. Yields the product ClC1=CC=C(C=C1)S(=O)(=O)[C@H]1[C@@H](COC2=C(C=CC(=C12)F)F)COCCO (2-[trans-4-(4-Chloro-benzenesulfonyl)-5,8-difluoro-chroman-3-ylmethoxy]-ethanol). As a reaction SMILES: C([O:8][CH2:9][CH2:10][O:11][CH2:12][CH:13]1[CH:22]([S:23]([C:26]2[CH:31]=[CH:30][C:29]([Cl:32])=[CH:28][CH:27]=2)(=[O:25])=[O:24])[C:21]2[C:16](=[C:17]([F:34])[CH:18]=[CH:19][C:20]=2[F:33])[O:15][CH2:14]1)C1C=CC=CC=1.[H][H]>C(OCC)(=O)C.[OH-].[OH-].[Pd+2]>[Cl:32][C:29]1[CH:28]=[CH:27][C:26]([S:23]([C@@H:22]2[C:21]3[C:16](=[C:17]([F:34])[CH:18]=[CH:19][C:20]=3[F:33])[O:15][CH2:14][C@H:13]2[CH2:12][O:11][CH2:10][CH2:9][OH:8])(=[O:24])=[O:25])=[CH:31][CH:30]=1 |f:3.4.5|. Procedure: 3-(2-Benzyloxy-ethoxymethyl)-4-(4-chloro-benzenesulfonyl)-5,8-difluoro-chroman (0.4 g, 0.79 mmole) was dissolved in 10 ml EtOAc and Pd(OH)2 was added. Hydrogen was introduced via a balloon. The reaction was stirred at room temperature for 30 minutes. The catalyst was filtered and residue was used in next step without purification. Yield: 0.32 g, 97%. 1H NMR (CDCl3 400 MHz δ 7.73 (d, J=8.1 Hz, 2H), 7.51 (d, J=8.1 Hz, 2H), 7.03 (m, 1H), 6.41 (m, 1H), 4.90 (dd, J=8.8 and 2.9 Hz, 1H), 4.57 (s, 1H), ... The reactants are C1(=CC=CC=C1)C(CC=1NCCN1)C1=CC=CC=C1 (2-(2,2-diphenyl ethyl)-2-imidazoline), C(C)OC=O (ethylformate), C(C)OC=O (ethylformate). The product is C(=O)N1C(=NCC1)CC(C1=CC=CC=C1)C1=CC=CC=C1 (1-formyl-2-(2,2-diphenyl ethyl)-2-imidazoline). Reaction SMILES: [C:1]1([CH:7]([C:14]2[CH:19]=[CH:18][CH:17]=[CH:16][CH:15]=2)[CH2:8][C:9]2[NH:10][CH2:11][CH2:12][N:13]=2)[CH:6]=[CH:5][CH:4]=[CH:3][CH:2]=1.[CH2:20]([O:22]C=O)C>>[CH:20]([N:13]1[CH2:12][CH2:11][N:10]=[C:9]1[CH2:8][CH:7]([C:1]1[CH:2]=[CH:3][CH:4]=[CH:5][CH:6]=1)[C:14]1[CH:15]=[CH:16][CH:17]=[CH:18][CH:19]=1)=[O:22]. Reported procedure: a mixture of 2.5 g of 2-(2,2-diphenyl ethyl)-2-imidazoline and 50 ml of ethylformate was refluxed for 5 hours. After the reaction, unreacted ethylformate was removed by distillation. The resulting residue was subjected to silica gel column chromatography and eluted with methylene chloride. The solvent was removed by distillation from the eluate to give 1.2 g of 1-formyl-2-(2,2-diphenyl ethyl)-2-imidazoline having a melting point of 105° to 107° C. Starting materials: COC(=O)[C@@H]1C[C@@H](C1)N1C=C(C2=C1N=CN=C2N)C2=CC(=CC=C2)OCC2=CC=CC=C2 (cis-3-[4-amino-5-(3-benzyloxy-phenyl)-pyrrolo[2,3-d]pyrimidin-7-yl]-cyclobutanecarboxylic acid methyl ester), BrN1C(CCC1=O)=O (N-bromosuccinimide). Run in CN(C=O)C (N,N-dimethylformamide). Yields the product COC(=O)[C@@H]1C[C@@H](C1)N1C(=C(C2=C1N=CN=C2N)C2=CC(=CC=C2)OCC2=CC=CC=C2)Br (cis-3-[4-Amino-5-(3-benzyloxy-phenyl)-6-bromo-pyrrolo[2,3-d]pyrimidin-7-yl]-cyclobutanecarboxylic acid methyl ester). As a reaction SMILES: [CH3:1][O:2][C:3]([C@H:5]1[CH2:8][C@@H:7]([N:9]2[C:13]3[N:14]=[CH:15][N:16]=[C:17]([NH2:18])[C:12]=3[C:11]([C:19]3[CH:24]=[CH:23][CH:22]=[C:21]([O:25][CH2:26][C:27]4[CH:32]=[CH:31][CH:30]=[CH:29][CH:28]=4)[CH:20]=3)=[CH:10]2)[CH2:6]1)=[O:4].[Br:33]N1C(=O)CCC1=O>CN(C)C=O>[CH3:1][O:2][C:3]([C@H:5]1[CH2:6][C@@H:7]([N:9]2[C:13]3[N:14]=[CH:15][N:16]=[C:17]([NH2:18])[C:12]=3[C:11]([C:19]3[CH:24]=[CH:23][CH:22]=[C:21]([O:25][CH2:26][C:27]4[CH:28]=[CH:29][CH:30]=[CH:31][CH:32]=4)[CH:20]=3)=[C:10]2[Br:33])[CH2:8]1)=[O:4]. Procedure: The title compound is prepared in analogy to Example 103 starting from 12.9 g (30.11 mmol) cis-3-[4-amino-5-(3-benzyloxy-phenyl)-pyrrolo[2,3-d]pyrimidin-7-yl]-cyclobutanecarboxylic acid methyl ester (see Step 3.1 above) and 6.07 g (33.12 mmol) N-bromosuccinimide in 250 ml dry N,N-dimethylformamide. After work-up, the raw material is purified by chromatography on silicagel (solvent: hexane-ethyl acetate 1:1). Analytical HPLC: tR=11.85 min (Grad 1); ES-MS: m/eo=506.9 and 509.9; NMR (DMSO-d6): 8.14... Reactants: FCCBr, O=C([O-])[O-], CS(C)=O, [I-], [K+], [K+], [K+], O, COC(=O)c1cc(O)c(O)c(O)c1. Product: COC(=O)c1cc(O)c(OCCF)c(O)c1. As a reaction SMILES: [Br:22][CH2:23][CH2:24][F:25].[C:14](=[O:15])([O-:16])[O-:17].[CH3:27][S:28](=[O:29])[CH3:30].[I-:21].[K+:18].[K+:19].[K+:20].[OH2:26].[OH:1][c:2]1[cH:3][c:4]([C:5](=[O:6])[O:7][CH3:8])[cH:9][c:10]([OH:13])[c:11]1[OH:12]>>[OH:1][c:2]1[cH:3][c:4]([C:5](=[O:6])[O:7][CH3:8])[cH:9][c:10]([OH:13])[c:11]1[O:12][CH2:23][CH2:24][F:25]. Procedure details: Prepared according to the procedure described in Example 1, Step 7, using [5-(4-bromo-phenyl)-3-methyl-isoxazol-4-yl]-(1-methyl-pent-4-enyl)-amine and [2-(4,4,5,5-tetramethyl-[1,3,2]dioxaborolan-2-yl)-phenyl]-acetic acid ethyl ester. The reactants are BrC1=CC=C(C=C1)C1=C(C(=NO1)C)NC(CCC=C)C ([5-(4-bromo-phenyl)-3-methyl-isoxazol-4-yl]-(1-methyl-pent-4-enyl)-amine), C(C)OC(CC1=C(C=CC=C1)B1OC(C(O1)(C)C)(C)C)=O ([2-(4,4,5,5-tetramethyl-[1,3,2]dioxaborolan-2-yl)-phenyl]-acetic acid ethyl ester). Product: C(C)OC(CC1=C(C=CC=C1)C1=CC=C(C=C1)C1=C(C(=NO1)C)NC(CCC=C)C)=O ({4′-[3-Methyl-4-(1-methyl-pent-4-enylamino)-isoxazol-5-yl]-biphenyl-2-yl}-acetic acid ethyl ester). RXN SMILES: Br[C:2]1[CH:7]=[CH:6][C:5]([C:8]2[O:12][N:11]=[C:10]([CH3:13])[C:9]=2[NH:14][CH:15]([CH3:20])[CH2:16][CH2:17][CH:18]=[CH2:19])=[CH:4][CH:3]=1.[CH2:21]([O:23][C:24](=[O:41])[CH2:25][C:26]1[CH:31]=[CH:30][CH:29]=[CH:28][C:27]=1B1OC(C)(C)C(C)(C)O1)[CH3:22]>>[CH2:21]([O:23][C:24](=[O:41])[CH2:25][C:26]1[CH:31]=[CH:30][CH:29]=[CH:28][C:27]=1[C:2]1[CH:7]=[CH:6][C:5]([C:8]2[O:12][N:11]=[C:10]([CH3:13])[C:9]=2[NH:14][CH:15]([CH3:20])[CH2:16][CH2:17][CH:18]=[CH2:19])=[CH:4][CH:3]=1)[CH3:22]. Starting materials: C([O-])([O-])=O.[K+].[K+] (potassium carbonate), BrC=1C(=NC=C(C1C)[N+](=O)[O-])Cl (3-bromo-2-chloro-4-methyl-5-nitro-pyridine), O (water), ClC1=C(C=C(C=C1)O)C(F)(F)F (4-chloro-3-trifluoromethyl-phenol). Run in CC(=O)CC (methyl-ethyl-ketone). Reaction conditions: temperature 80 celsius, time 3 hour. Yields the product BrC=1C(=NC=C(C1C)[N+](=O)[O-])OC1=CC(=C(C=C1)Cl)C(F)(F)F (3-Bromo-2-(4-chloro-3-trifluoromethyl-phenoxy)-4-methyl-5-nitro-pyridine). As a reaction SMILES: C(=O)([O-])[O-].[K+].[K+].[Br:7][C:8]1[C:9](Cl)=[N:10][CH:11]=[C:12]([N+:15]([O-:17])=[O:16])[C:13]=1[CH3:14].O.[Cl:20][C:21]1[CH:26]=[CH:25][C:24]([OH:27])=[CH:23][C:22]=1[C:28]([F:31])([F:30])[F:29]>CC(CC)=O>[Br:7][C:8]1[C:9]([O:27][C:24]2[CH:25]=[CH:26][C:21]([Cl:20])=[C:22]([C:28]([F:31])([F:29])[F:30])[CH:23]=2)=[N:10][CH:11]=[C:12]([N+:15]([O-:17])=[O:16])[C:13]=1[CH3:14] |f:0.1.2|. Procedure: In a 250 ml three-necked round-bottomed flask, 4.00 g 4-chloro-3-trifluoromethyl-phenol is dissolved in 80 ml of dry methyl-ethyl-ketone. 3.85 g potassium carbonate followed by 4.70 g of 3-bromo-2-chloro-4-methyl-5-nitro-pyridine are added. The resulting brown suspension is heated to 80° C. under stirring for 3 hours. Afterwards, the green suspension is allowed to reach an ambient temperature and it then poured into water. The mixture is extracted with ethyl actetate (3×50 ml). The combined orga... Isolated yield 56.9%. Run at temperature 80 celsius, time 16 hour. The product is C(C)NC(=O)C=1C(C2=C(N=C(N=C2)NC2=CC=C(C=C2)CN2CCN(CC2)C)N(C1)C=1C=C2CCCC2=CC1)=O (8-indan-5-yl-2-[4-(4-methyl-piperazin-1-ylmethyl)-phenylamino]-5-oxo-5,8-dihydro-pyrido[2,3-d]pyrimidine-6-carboxylic acid ethylamide). Procedure details: 8-Indan-5-yl-2-[4-(4-methyl-piperazin-1-ylmethyl)-phenylamino]-5-oxo-5,8-dihydro-pyrido[2,3-d]pyrimidine-6-carboxylic acid ethyl ester (9.2 mg, 0.017 mmol) was dissolved in MeOH (1 mL) and ethylamine (1 mL of 1.0 M solution in THF, 1.0 mmol) was added and the reaction mixture was heated at 80° C. After 16 h, the solution was cooled to rt and purified by preparative HPLC (C-18 column, 32 mL/min 5-100% MeCN/H2O gradient over 15 min) and lyophilized to provide 5.2 mg of 8-indan-5-yl-2-[4-(4-methyl-... Run in CO (MeOH). As a reaction SMILES: C([O:3][C:4]([C:6]1[C:7](=[O:40])[C:8]2[CH:13]=[N:12][C:11]([NH:14][C:15]3[CH:20]=[CH:19][C:18]([CH2:21][N:22]4[CH2:27][CH2:26][N:25]([CH3:28])[CH2:24][CH2:23]4)=[CH:17][CH:16]=3)=[N:10][C:9]=2[N:29]([C:31]2[CH:32]=[C:33]3[C:37](=[CH:38][CH:39]=2)[CH2:36][CH2:35][CH2:34]3)[CH:30]=1)=O)C.[CH2:41]([NH2:43])[CH3:42]>CO>[CH2:41]([NH:43][C:4]([C:6]1[C:7](=[O:40])[C:8]2[CH:13]=[N:12][C:11]([NH:14][C:15]3[CH:20]=[CH:19][C:18]([CH2:21][N:22]4[CH2:23][CH2:24][N:25]([CH3:28])[CH2:26][CH2:27]4)=[CH:17][CH:16]=3)=[N:10][C:9]=2[N:29]([C:31]2[CH:32]=[C:33]3[C:37](=[CH:38][CH:39]=2)[CH2:36][CH2:35][CH2:34]3)[CH:30]=1)=[O:3])[CH3:42]. The reactants are C(C)OC(=O)C=1C(C2=C(N=C(N=C2)NC2=CC=C(C=C2)CN2CCN(CC2)C)N(C1)C=1C=C2CCCC2=CC1)=O (8-Indan-5-yl-2-[4-(4-methyl-piperazin-1-ylmethyl)-phenylamino]-5-oxo-5,8-dihydro-pyrido[2,3-d]pyrimidine-6-carboxylic acid ethyl ester), C(C)N (ethylamine).